From a dataset of the Open Reaction Database (ORD), a public repository of structured organic reaction records. describe an organic reaction: reactants, conditions, products, and yield The reactants are COc1ccc2c(ccc3nc4cccc(C(=O)NCCN(C)C)c4nc32)c1, CC[S-], CN(C)C=O, Cl, [Na+]. Product: CN(C)CCNC(=O)c1cccc2nc3ccc4cc(O)ccc4c3nc12. RXN SMILES: [CH3:1][N:2]([CH2:3][CH2:4][NH:5][C:6](=[O:7])[c:8]1[cH:9][cH:10][cH:11][c:12]2[n:13][c:14]3[cH:15][cH:16][c:17]4[c:18]([c:19]3[n:20][c:21]12)[cH:22][cH:23][c:24]([O:26][CH3:27])[cH:25]4)[CH3:28].[CH3:29][CH2:30][S-:31].[CH3:34][N:35]([CH3:36])[CH:37]=[O:38].[ClH:33].[Na+:32]>>[CH3:1][N:2]([CH2:3][CH2:4][NH:5][C:6](=[O:7])[c:8]1[cH:9][cH:10][cH:11][c:12]2[n:13][c:14]3[cH:15][cH:16][c:17]4[c:18]([c:19]3[n:20][c:21]12)[cH:22][cH:23][c:24]([OH:26])[cH:25]4)[CH3:28].